Dataset: the Open Reaction Database (ORD), a public repository of structured organic reaction records. Task: describe an organic reaction: reactants, conditions, products, and yield Reactants: BrB(Br)Br, COc1ccc2c(c1)CN(c1cccc(Br)c1C)C2=O, ClCCl. Yields the product Cc1c(Br)cccc1N1Cc2cc(O)ccc2C1=O. RXN SMILES: [B:21]([Br:22])([Br:23])[Br:24].[Br:1][c:2]1[c:3]([CH3:20])[c:4]([N:8]2[C:9](=[O:19])[c:10]3[cH:11][cH:12][c:13]([O:17][CH3:18])[cH:14][c:15]3[CH2:16]2)[cH:5][cH:6][cH:7]1.[Cl:25][CH2:26][Cl:27]>>[Br:1][c:2]1[c:3]([CH3:20])[c:4]([N:8]2[C:9](=[O:19])[c:10]3[cH:11][cH:12][c:13]([OH:17])[cH:14][c:15]3[CH2:16]2)[cH:5][cH:6][cH:7]1. Starting materials: Cl.NCC(=O)OCC (ethyl glycinate hydrochloride), C1(=CC=CC=C1)[Mg]Br (phenylmagnesium bromide). Product: Cl.C1(=CC=CC=C1)C(CN)(O)C1=CC=CC=C1 (2,2-Diphenyl-2-hydroxyethylamine hydrochloride). RXN SMILES: [ClH:1].[NH2:2][CH2:3][C:4]([O:6]CC)=O.[C:9]1([Mg]Br)[CH:14]=[CH:13][CH:12]=[CH:11][CH:10]=1>>[ClH:1].[C:9]1([C:4]([C:9]2[CH:14]=[CH:13][CH:12]=[CH:11][CH:10]=2)([OH:6])[CH2:3][NH2:2])[CH:14]=[CH:13][CH:12]=[CH:11][CH:10]=1 |f:0.1,3.4|. Reported procedure: Treatment of ethyl glycinate hydrochloride (4.5 g) with phenylmagnesium bromide (from 0.39 mole each of bromobenzene and magnesium), as discussed by A. McKenzie and G. O. Wills J. Chem. Soc. 1925, 127, 283 (and references cited therein), affords the title compound (mp 191°-193° C.). The reactants are CO, COC(=O)C(F)(F)Cc1c[nH]c([N+](=O)[O-])n1, N. Yields the product NC(=O)C(F)(F)Cc1c[nH]c([N+](=O)[O-])n1. RXN SMILES: [CH3:18][OH:19].[N+:1](=[O:2])([O-:3])[c:4]1[nH:5][cH:6][c:7]([CH2:9][C:10]([C:11](=[O:12])[O:13][CH3:14])([F:15])[F:16])[n:8]1.[NH3:17]>>[N+:1](=[O:2])([O-:3])[c:4]1[nH:5][cH:6][c:7]([CH2:9][C:10]([C:11](=[O:12])[NH2:17])([F:15])[F:16])[n:8]1. Reactants: CCCCCCCCCCS(=O)(=O)CCC(=O)O, CCCCCCCCCCSCCC#N, CS(=O)(=O)O, OO. The product is CCCCCCCCCCS(=O)(=O)CCC(=O)OO. Reaction SMILES: [CH2:16]([CH2:17][CH2:18][CH2:19][CH2:20][CH2:21][CH2:22][CH2:23][CH2:24][CH3:25])[S:26](=[O:27])(=[O:28])[CH2:29][CH2:30][C:31](=[O:32])[OH:33].[CH2:1]([S:2][CH2:3][CH2:4][C:5]#[N:6])[CH2:7][CH2:8][CH2:9][CH2:10][CH2:11][CH2:12][CH2:13][CH2:14][CH3:15].[CH3:36][S:37](=[O:38])(=[O:39])[OH:40].[OH:34][OH:35]>>[CH2:16]([CH2:17][CH2:18][CH2:19][CH2:20][CH2:21][CH2:22][CH2:23][CH2:24][CH3:25])[S:26](=[O:27])(=[O:28])[CH2:29][CH2:30][C:31](=[O:32])[O:33][OH:34].